Task: describe an organic reaction: reactants, conditions, products, and yield. Dataset: the Open Reaction Database (ORD), a public repository of structured organic reaction records Starting materials: B, COC(=O)C=Cc1ccc(C(OCCN(C)C)c2ccccc2)cc1, CO, [Na], Cl[Ni]Cl, O, O, O, O, O, O. Yields the product COC(=O)CCc1ccc(C(OCCN(C)C)c2ccccc2)cc1. RXN SMILES: [BH3:26].[CH3:1][N:2]([CH2:3][CH2:4][O:5][CH:6]([c:7]1[cH:8][cH:9][cH:10][cH:11][cH:12]1)[c:13]1[cH:14][cH:15][c:16]([CH:17]=[CH:18][C:19](=[O:20])[O:21][CH3:22])[cH:23][cH:24]1)[CH3:25].[CH3:28][OH:29].[Na:27].[Ni:36]([Cl:37])[Cl:38].[OH2:30].[OH2:31].[OH2:32].[OH2:33].[OH2:34].[OH2:35]>>[CH3:1][N:2]([CH2:3][CH2:4][O:5][CH:6]([c:7]1[cH:8][cH:9][cH:10][cH:11][cH:12]1)[c:13]1[cH:14][cH:15][c:16]([CH2:17][CH2:18][C:19](=[O:20])[O:21][CH3:22])[cH:23][cH:24]1)[CH3:25].